From a dataset of the Open Reaction Database (ORD), a public repository of structured organic reaction records. describe an organic reaction: reactants, conditions, products, and yield The reactants are FC=1C=C(C(C)C2=NC(=NO2)CSC)C=CC1C1=CC=CC=C1 (5-(3-fluoro-4-phenyl-α-methylbenzyl)-3-methylthiomethyl-1,2,4-oxadiazole), I(=O)(=O)(=O)[O-].[Na+] (sodium metaperiodate). Run in C(C)O (ethanol), O (water), O (water). The product is FC=1C=C(C(C)C2=NC(=NO2)CS(=O)C)C=CC1C1=CC=CC=C1 (5-(3-fluoro-4-phenyl-α-methylbenzyl)-3-methylsulfinylmethyl- 1,2,4-oxadiazole). Isolated yield 100.4%. RXN SMILES: [F:1][C:2]1[CH:3]=[C:4]([CH:15]=[CH:16][C:17]=1[C:18]1[CH:23]=[CH:22][CH:21]=[CH:20][CH:19]=1)[CH:5]([C:7]1[O:11][N:10]=[C:9]([CH2:12][S:13][CH3:14])[N:8]=1)[CH3:6].I([O-])(=O)(=O)=[O:25].[Na+]>C(O)C.O>[F:1][C:2]1[CH:3]=[C:4]([CH:15]=[CH:16][C:17]=1[C:18]1[CH:23]=[CH:22][CH:21]=[CH:20][CH:19]=1)[CH:5]([C:7]1[O:11][N:10]=[C:9]([CH2:12][S:13]([CH3:14])=[O:25])[N:8]=1)[CH3:6] |f:1.2|. Procedure: To a solution of 0.95 g of 5-(3-fluoro-4-phenyl-α-methylbenzyl)-3-methylthiomethyl-1,2,4-oxadiazole in 150 ml of ethanol was added a solution of 1.36 g of sodium metaperiodate in 50 ml of water. After stirring with reflux for 9 hours, the reaction mixture was cooled, diluted with water and extracted with chloroform. The extracts were washed with water, dried over sodium sulfate and evaporated under reduced pressure. The residue was chromatographed over silica gel using chloroform to yield 1.0 g ... The reactants are C(C1=CC=CC=C1)OC[C@@H]1C=CC(O1)=O ((5S)-5-(Benzyloxymethyl)-5H-furan-2-one), C(C1=CC=CC=C1)(=O)C1=CC=CC=C1 (benzophenone), O1COCC1 ([1,3]-dioxolane). Reaction conditions: temperature 0 celsius, time 9 hour. Yields the product C(C1=CC=CC=C1)OC[C@@H]1[C@H](CC(O1)=O)C1OCCO1 ((4S,5S)-5-(Benzyloxymethyl)-4-[1,3]dioxolan-2-yldihydrofuran-2-one). Isolated yield 330.3%. As a reaction SMILES: [CH2:1]([O:8][CH2:9][C@H:10]1[O:14][C:13](=[O:15])[CH:12]=[CH:11]1)[C:2]1[CH:7]=[CH:6][CH:5]=[CH:4][CH:3]=1.C(C1C=CC=CC=1)(=O)C1C=CC=CC=1.[O:30]1[CH2:34][CH2:33][O:32][CH2:31]1>>[CH2:1]([O:8][CH2:9][C@H:10]1[O:14][C:13](=[O:15])[CH2:12][C@@H:11]1[CH:31]1[O:32][CH2:33][CH2:34][O:30]1)[C:2]1[CH:3]=[CH:4][CH:5]=[CH:6][CH:7]=1. Reported procedure: A solution of furanone (13) (1.2 g, 5.88 mmols) and benzophenone (108 mg, 0.588 mmols) in [1,3]-dioxolane (108 mg) was degassed for 40 min in a stream of argon. The mixture then was irradiated using one 450 watt ACE glass medium pressure mercury lamp, from a distance of 15 cm, for 9 hours. Progress of this reaction was observed via 1H-NMR. As the reaction mixture was degassed, and throughout all of the irradiation time, the reaction flask was held in a water cooled cooling mantel. The temperatur... Reactants: C(=O)(OC(C)(C)C)N1[C@H](CCC1)COC=1C=NC(=C(C1)C=C)Cl (3-(1-BOC-2-(R)-pyrrolidinylmethoxy)-6-chloro-5-ethenylpyridine), C=O (formaldehyde), [OH-].[Na+] (NaOH). Run in C(=O)O (formic acid). Conditions: temperature 70 celsius. Yields the product ClC1=C(C=C(C=N1)OC[C@@H]1N(CCC1)C)C=C (6-Chloro-5-ethenyl-3-(1-methyl-2-(R)-pyrrolidinylmethoxy)pyridine). The yield is 53.0%. As a reaction SMILES: [C:1]([N:8]1[CH2:12][CH2:11][CH2:10][C@@H:9]1[CH2:13][O:14][C:15]1[CH:16]=[N:17][C:18]([Cl:23])=[C:19]([CH:21]=[CH2:22])[CH:20]=1)(OC(C)(C)C)=O.C=O.[OH-].[Na+]>C(O)=O>[Cl:23][C:18]1[N:17]=[CH:16][C:15]([O:14][CH2:13][C@H:9]2[CH2:10][CH2:11][CH2:12][N:8]2[CH3:1])=[CH:20][C:19]=1[CH:21]=[CH2:22] |f:2.3|. Procedure details: To the product from 167a (328 mg, 0.97 mmol) was added formic acid (88%, 3 mL) and formaldehyde (37%, 6 mL). The mixture was stirred and heated at 70° C. for 6 h. After cooling to room temperature, the mixture was basified with aqueous 10% NaOH. The solution was then extracted with CH2Cl2 (3X), the combined organic layers were dried (MgSO4), concentrated and chromatographed (silica gel; CH2Cl2, 10:0.3 to 10:1) to afford an oil (130 mg, 53%): 1H NMR (CDCl3, 300 MHz) δ 1.70-1.90 (m, 3H), 2.02 (m, ... Starting materials: C(C)(C)(C)C=1N=C(C2=C(N1)N(N=N2)CC)N2CC(CC2)(F)F (5-tert-Butyl-7-(3,3-difluoro-pyrrolidin-1-yl)-3-ethyl-3H-[1,2,3]triazolo[4,5-d]pyrimidine), C(C)(C)(C)C=1N=C(C2=C(N1)NN=N2)N2CC(CC2)(F)F (5-tert-butyl-7-(3,3-difluoropyrrolidin-1-yl)-3H-[1,2,3]triazolo[4,5-d]pyrimidine), ICC1=NN=C(N1C)S(=O)(=O)C (3-(iodomethyl)-4-methyl-5-(methylsulfonyl)-4H-1,2,4-triazole). Yields the product C(C)(C)(C)C=1N=C(C2=C(N1)N(N=N2)CC2=NN=C(N2C)S(=O)(=O)C)N2CC(CC2)(F)F (5-tert-Butyl-7-(3,3-difluoro-pyrrolidin-1-yl)-3-(5-methanesulfonyl-4-methyl-4H-[1,2,4]triazol-3-ylmethyl)-3H-[1,2,3]triazolo[4,5-d]pyrimidine). RXN SMILES: [C:1]([C:5]1[N:6]=[C:7]([N:16]2[CH2:20][CH2:19][C:18]([F:22])([F:21])[CH2:17]2)[C:8]2[N:13]=[N:12][N:11]([CH2:14][CH3:15])[C:9]=2[N:10]=1)([CH3:4])([CH3:3])[CH3:2].C(C1N=C(N2CCC(F)(F)C2)C2N=NNC=2N=1)(C)(C)C.IC[C:45]1[N:49](C)[C:48]([S:51]([CH3:54])(=[O:53])=[O:52])=[N:47][N:46]=1>>[C:1]([C:5]1[N:6]=[C:7]([N:16]2[CH2:20][CH2:19][C:18]([F:21])([F:22])[CH2:17]2)[C:8]2[N:13]=[N:12][N:11]([CH2:14][C:15]3[N:49]([CH3:45])[C:48]([S:51]([CH3:54])(=[O:53])=[O:52])=[N:47][N:46]=3)[C:9]=2[N:10]=1)([CH3:2])([CH3:3])[CH3:4]. Procedure details: In analogy to the procedure described for the synthesis of 5-tert-butyl-7-(3,3-difluoropyrrolidin-1-yl)-3-ethyl-3H-[1,2,3]triazolo[4,5-d]pyrimidine (example 61), the title compound was prepared from 5-tert-butyl-7-(3,3-difluoropyrrolidin-1-yl)-3H-[1,2,3]triazolo[4,5-d]pyrimidine and 3-(iodomethyl)-4-methyl-5-(methylsulfonyl)-4H-1,2,4-triazole and isolated as white solid. MS (m/e): 456.3 (MH+). The reactants are N#Cc1cccc(-c2ccc(C(CC=O)C(=O)Nc3cc(Cl)cc(Cl)c3)cc2)c1, CN, ClCCCl. Yields the product CNCCC(C(=O)Nc1cc(Cl)cc(Cl)c1)c1ccc(-c2cccc(C#N)c2)cc1. Reaction SMILES: [C:1](#[N:2])[c:3]1[cH:4][c:5](-[c:9]2[cH:10][cH:11][c:12]([CH:15]([C:16](=[O:17])[NH:18][c:19]3[cH:20][c:21]([Cl:26])[cH:22][c:23]([Cl:25])[cH:24]3)[CH2:27][CH:28]=[O:29])[cH:13][cH:14]2)[cH:6][cH:7][cH:8]1.[CH3:30][NH2:31].[Cl:32][CH2:33][CH2:34][Cl:35]>>[C:1](#[N:2])[c:3]1[cH:4][c:5](-[c:9]2[cH:10][cH:11][c:12]([CH:15]([C:16](=[O:17])[NH:18][c:19]3[cH:20][c:21]([Cl:26])[cH:22][c:23]([Cl:25])[cH:24]3)[CH2:27][CH2:28][NH:31][CH3:30])[cH:13][cH:14]2)[cH:6][cH:7][cH:8]1. Reactants: ClC=1C=C(C=CC1)C(=O)N1CCN(C2(C1)CCCCC2)C(=O)C2=NN(C=N2)C2=CC=CC=C2 ((3-chloro-phenyl)-[1-(1-phenyl-1H-[1,2,4]-triazole-3-carbonyl)-1,4-diaza-spiro[5.5]undec-4-yl]-methanone), carboxylic acid, FC(C(=O)O)(F)F.ClC=1C=C(C=CC1)C(=O)N1CC(NCC1)(CC)CC ((3-chloro-phenyl)-(3,3-diethyl-piperazin-1-yl)-methanone trifluoroacetate), amine. Procedure: By using the same synthesis strategy as for (3-chloro-phenyl)-[1-(1-phenyl-1H-[1,2,4]-triazole-3-carbonyl)-1,4-diaza-spiro[5.5]undec-4-yl]-methanone the following compounds were prepared from (3-chloro-phenyl)-(3,3-diethyl-piperazin-1-yl)-methanone trifluoroacetate as amine and the respective carboxylic acid: RXN SMILES: [Cl:1][C:2]1[CH:3]=[C:4]([C:8]([N:10]2[CH2:15][C:14]3([CH2:20][CH2:19]C[CH2:17][CH2:16]3)[N:13]([C:21]([C:23]3[N:27]=[CH:26][N:25]([C:28]4[CH:33]=[CH:32][CH:31]=[CH:30][CH:29]=4)[N:24]=3)=[O:22])[CH2:12][CH2:11]2)=[O:9])[CH:5]=[CH:6][CH:7]=1.FC(F)(F)C(O)=O.[Cl:41]C1C=C(C(N2CCNC(CC)(CC)C2)=O)C=CC=1>>[Cl:1][C:2]1[CH:3]=[C:4]([C:8]([N:10]2[CH2:11][CH2:12][N:13]([C:21]([C:23]3[N:27]=[CH:26][N:25]([C:28]4[CH:33]=[CH:32][CH:31]=[C:30]([Cl:41])[CH:29]=4)[N:24]=3)=[O:22])[C:14]([CH2:16][CH3:17])([CH2:20][CH3:19])[CH2:15]2)=[O:9])[CH:5]=[CH:6][CH:7]=1 |f:1.2|. Yields the product ClC=1C=C(C=CC1)C(=O)N1CC(N(CC1)C(=O)C1=NN(C=N1)C1=CC(=CC=C1)Cl)(CC)CC ((3-Chloro-phenyl)-{4-[1-(3-chloro-phenyl)-1H-[1,2,4]triazole-3-carbonyl]-3,3-diethyl-piperazin-1-yl}-methanone).